Dataset: the Open Reaction Database (ORD), a public repository of structured organic reaction records. Task: describe an organic reaction: reactants, conditions, products, and yield Starting materials: Cl.N1CC(C1)OC1=NC=CC=C1C=1CCOCC1 (2-(azetidin-3-yloxy)-3-(3,6-dihydro-2H-pyran-4-yl)pyridine hydrochloride). Reagents/catalysts: [Pd] (Pd—C). Solvent: CO (MeOH). Conditions: temperature 30 celsius, time 3 hour. Yields the product N1CC(C1)OC1=NC=CC=C1C1CCOCC1 (2-(Azetidin-3-yloxy)-3-(Tetrahydro-2H-Pyran-4-yl)Pyridine). Yield: 97.3%. RXN SMILES: Cl.[NH:2]1[CH2:5][CH:4]([O:6][C:7]2[C:12]([C:13]3[CH2:14][CH2:15][O:16][CH2:17][CH:18]=3)=[CH:11][CH:10]=[CH:9][N:8]=2)[CH2:3]1>CO.[Pd]>[NH:2]1[CH2:3][CH:4]([O:6][C:7]2[C:12]([CH:13]3[CH2:14][CH2:15][O:16][CH2:17][CH2:18]3)=[CH:11][CH:10]=[CH:9][N:8]=2)[CH2:5]1 |f:0.1|. Reported procedure: A mixture of 2-(azetidin-3-yloxy)-3-(3,6-dihydro-2H-pyran-4-yl)pyridine hydrochloride (see PREPARATION P26.1; 3.5 g, 15 mmol) and wet Pd—C (50%, 1.0 g) in MeOH (100 ml) was stirred under H2 (40 psi) at 30° C. for 3 hours then the reaction mixture was filtered through CELITE® and the filtrate was concentrated in vacuo to give the title compound (3.2 g, 14.6 mmol, yield 91%).